This data is from the Open Reaction Database (ORD), a public repository of structured organic reaction records. The task is: describe an organic reaction: reactants, conditions, products, and yield The reactants are NC1=CC=C2C(=N1)NC(=C2C)C (6-amino-2,3 -dimethyl-pyrrolo [2,3-b]pyridine), C(CC1=CC=CC=C1)Br (phenethyl bromide). Run in CC#N (CH3CN). Product: Br.NC1=CC=C2C(N1CCC1=CC=CC=C1)=NC(=C2C)C (6-Amino-2,3-dimethyl-7-(2-phenylethyl)-pyrrolo[2,3-b]pyridine hydrobromide). Yield: 4.7%. As a reaction SMILES: [NH2:1][C:2]1[N:7]=[C:6]2[NH:8][C:9]([CH3:12])=[C:10]([CH3:11])[C:5]2=[CH:4][CH:3]=1.[CH2:13]([Br:21])[CH2:14][C:15]1[CH:20]=[CH:19][CH:18]=[CH:17][CH:16]=1>CC#N>[BrH:21].[NH2:1][C:2]1[N:7]([CH2:13][CH2:14][C:15]2[CH:20]=[CH:19][CH:18]=[CH:17][CH:16]=2)[C:6]2=[N:8][C:9]([CH3:12])=[C:10]([CH3:11])[C:5]2=[CH:4][CH:3]=1 |f:3.4|. Procedure details: A solution of 6-amino-2,3 -dimethyl-pyrrolo [2,3-b]pyridine (1.0 g, 6,2 mmol ) and phenethyl bromide (1,7 g, 9,3 mmol ) in 30 ml CH3CN was refluxed for 48 h. The mixture was allowed to cool and the precipitate was filtered off. Chromatography on silica gel eluting with methylene chloride and methanol (9:1) gave the desired product (0,1 g, 6%). The reactants are Cn1c(C=C2CN(C(=O)OC(C)(C)C)C2)nc2c(N3CCOCC3)nc(Cl)nc21, O=C([O-])[O-], Cc1ccccc1, CC(C)c1nc2ccccc2[nH]1, [Cs+], [Cs+], O=C(C=Cc1ccccc1)C=Cc1ccccc1, O=C(C=Cc1ccccc1)C=Cc1ccccc1, O=C(C=Cc1ccccc1)C=Cc1ccccc1, [Pd], [Pd]. The product is CC(C)c1nc2ccccc2n1-c1nc(N2CCOCC2)c2nc(C=C3CN(C(=O)OC(C)(C)C)C3)n(C)c2n1. RXN SMILES: [C:1]([CH3:2])([CH3:3])([CH3:4])[O:5][C:6](=[O:7])[N:8]1[CH2:9][C:10](=[CH:12][c:13]2[n:14]([CH3:29])[c:15]3[n:16][c:17]([Cl:28])[n:18][c:19]([N:22]4[CH2:23][CH2:24][O:25][CH2:26][CH2:27]4)[c:20]3[n:21]2)[CH2:11]1.[C:42](=[O:43])([O-:44])[O-:45].[CH3:48][c:49]1[cH:50][cH:51][cH:52][cH:53][cH:54]1.[CH:30]([CH3:31])([CH3:32])[c:33]1[nH:34][c:35]2[c:36]([n:37]1)[cH:38][cH:39][cH:40][cH:41]2.[Cs+:46].[Cs+:47].[O:57]=[C:58]([CH:59]=[CH:60][c:61]1[cH:62][cH:63][cH:64][cH:65][cH:66]1)[CH:67]=[CH:68][c:69]1[cH:70][cH:71][cH:72][cH:73][cH:74]1.[O:75]=[C:76]([CH:77]=[CH:78][c:79]1[cH:80][cH:81][cH:82][cH:83][cH:84]1)[CH:85]=[CH:86][c:87]1[cH:88][cH:89][cH:90][cH:91][cH:92]1.[O:93]=[C:94]([CH:95]=[CH:96][c:97]1[cH:98][cH:99][cH:100][cH:101][cH:102]1)[CH:103]=[CH:104][c:105]1[cH:106][cH:107][cH:108][cH:109][cH:110]1.[Pd:55].[Pd:56]>>[C:1]([CH3:2])([CH3:3])([CH3:4])[O:5][C:6](=[O:7])[N:8]1[CH2:9][C:10](=[CH:12][c:13]2[n:14]([CH3:29])[c:15]3[n:16][c:17](-[n:34]4[c:33]([CH:30]([CH3:31])[CH3:32])[n:37][c:36]5[c:35]4[cH:41][cH:40][cH:39][cH:38]5)[n:18][c:19]([N:22]4[CH2:23][CH2:24][O:25][CH2:26][CH2:27]4)[c:20]3[n:21]2)[CH2:11]1. The reactants are [N+](=O)([O-])C1=C(C=C(C(=O)N2CC=3N(CC4=C2C=CC=C4)C=CC3)C=C1)OC (10,11-dihydro-10-(4-nitro-3-methoxybenzoyl)-5H-pyrrolo[2,1-c][1,4]benzodiazepine), SnCl, C(C)O (ethyl alcohol), O1CCCC1 (tetrahydrofuran). The solvent is C(Cl)Cl (methylene chloride). Run at temperature 50 celsius, time 2 hour. Yields the product NC1=C(C=C(C(=O)N2CC=3N(CC4=C2C=CC=C4)C=CC3)C=C1)OC (10,11-Dihydro-10-(4-amino-3-methoxybenzoyl)-5H-pyrrolo[2,1-c][1,4]benzodiazepine). As a reaction SMILES: [N+:1]([C:4]1[CH:25]=[CH:24][C:7]([C:8]([N:10]2[C:16]3[CH:17]=[CH:18][CH:19]=[CH:20][C:15]=3[CH2:14][N:13]3[CH:21]=[CH:22][CH:23]=[C:12]3[CH2:11]2)=[O:9])=[CH:6][C:5]=1[O:26][CH3:27])([O-])=O.C(O)C.O1CCCC1>C(Cl)Cl>[NH2:1][C:4]1[CH:25]=[CH:24][C:7]([C:8]([N:10]2[C:16]3[CH:17]=[CH:18][CH:19]=[CH:20][C:15]=3[CH2:14][N:13]3[CH:21]=[CH:22][CH:23]=[C:12]3[CH2:11]2)=[O:9])=[CH:6][C:5]=1[O:26][CH3:27]. Procedure: A mixture of 0.91 g of 10,11-dihydro-10-(4-nitro-3-methoxybenzoyl)-5H-pyrrolo[2,1-c][1,4]benzodiazepine, 4.51 g of SnCl 2.2H2O, 6 ml of ethyl alcohol, 6 ml of tetrahydrofuran and 16 ml of methylene chloride is stirred at 50° C. for 2 hours. The solvents are evaporated in vacuo and the residue dissolved in 80 ml of ethyl acetate. The solution is treated with 50 ml of 1N NaOH with stirring for 30 minutes. The resulting suspension is filtered through diatomaceous earth. Starting materials: CC(C)(C)OC(=O)N1CC(C(=O)N2CCCC2)C1, ClCCl, O=C(O)C(F)(F)F. The product is O=C(C1CNC1)N1CCCC1. RXN SMILES: [C:8]([O:9][C:10](=[O:11])[N:15]1[CH2:16][CH:17]([C:19](=[O:20])[N:21]2[CH2:22][CH2:23][CH2:24][CH2:25]2)[CH2:18]1)([CH3:12])([CH3:13])[CH3:14].[Cl:26][CH2:27][Cl:28].[F:1][C:2]([F:3])([F:4])[C:5]([OH:6])=[O:7]>>[NH:15]1[CH2:16][CH:17]([C:19](=[O:20])[N:21]2[CH2:22][CH2:23][CH2:24][CH2:25]2)[CH2:18]1. RXN SMILES: [C:1]([O:2][C:3](=[O:4])[N:8]1[CH2:9][CH2:10][CH:11]([n:14]2[n:15][cH:16][c:17]([NH:19][c:20]3[n:21][n:22]4[c:23]([c:24](-[c:28]5[cH:29][cH:30][c:31]([S:34](=[O:35])(=[O:36])[CH3:37])[cH:32][cH:33]5)[cH:25][cH:26][cH:27]4)[n:38]3)[cH:18]2)[CH2:12][CH2:13]1)([CH3:5])([CH3:6])[CH3:7].[Cl:46][CH2:47][Cl:48].[OH:39][C:40]([C:41]([F:42])([F:43])[F:44])=[O:45]>>[NH:8]1[CH2:9][CH2:10][CH:11]([n:14]2[n:15][cH:16][c:17]([NH:19][c:20]3[n:21][n:22]4[c:23]([c:24](-[c:28]5[cH:29][cH:30][c:31]([S:34](=[O:35])(=[O:36])[CH3:37])[cH:32][cH:33]5)[cH:25][cH:26][cH:27]4)[n:38]3)[cH:18]2)[CH2:12][CH2:13]1. Product: CS(=O)(=O)c1ccc(-c2cccn3nc(Nc4cnn(C5CCNCC5)c4)nc23)cc1. Reactants: CC(C)(C)OC(=O)N1CCC(n2cc(Nc3nc4c(-c5ccc(S(C)(=O)=O)cc5)cccn4n3)cn2)CC1, ClCCl, O=C(O)C(F)(F)F. Conditions: temperature 0 celsius, time 30 minute. Yields the product IC1=NC=C(C(=C1)CCCCOC)OC (2-Iodo-5-methoxy-4-(4-methoxy-butyl)-pyridine), SiO2. Reaction SMILES: [OH-].[Na+].I[C:4]1[C:9]([OH:10])=[C:8]([CH2:11][CH2:12][CH2:13][CH2:14][O:15][CH3:16])[CH:7]=[C:6]([I:17])[N:5]=1.[CH3:18]I.O>CN(C)C=O.C(OCC)(=O)C>[I:17][C:6]1[CH:7]=[C:8]([CH2:11][CH2:12][CH2:13][CH2:14][O:15][CH3:16])[C:9]([O:10][CH3:18])=[CH:4][N:5]=1 |f:0.1|. Reactants: CI (methyl iodide), O (Water), [OH-].[Na+] (NaOH), IC1=NC(=CC(=C1O)CCCCOC)I (2,6-diiodo-4-(4-methoxy-butyl)-pyridin-3-ol). Procedure: To a stirred solution of 60 mmol NaOH in 50 ml N,N-dimethyl formamide is progressively added 50 mmol 2,6-diiodo-4-(4-methoxy-butyl)-pyridin-3-ol. The reaction mixture is stirred for 30 minutes and then cooled to 0° C. 60 mmol methyl iodide are added and the mixture is stirred for 15 minutes at room temperature. Water and ethyl acetate are added to the mixture, the layers are separated and the aqueous layer is extracted with ethyl acetate (3×). The combined organic layers are dried over sodium su... Run in C(C)(=O)OCC (ethyl acetate), CN(C=O)C (N,N-dimethyl formamide).